Task: describe an organic reaction: reactants, conditions, products, and yield. Dataset: the Open Reaction Database (ORD), a public repository of structured organic reaction records The reactants are [BH4-].[Na+] (NaBH4), C1(CCCCC1)C1=C(N(C2=CC(=CC=C12)C(=O)OC)CC(OC)OC)C1=C(C=CC=C1)C=O (Methyl 3-cyclohexyl-1-(2,2-dimethoxyethyl)-2-(2-formylphenyl)-1H-indole-6-carboxylate), CN(CCN)C (2-dimethylaminoethylamine), C(C)(=O)O (acetic acid). Solvent: C1CCOC1 (THF), C1CCOC1 (THF). The product is C1(CCCCC1)C1=C(N(C2=CC(=CC=C12)C(=O)OC)CC(OC)OC)C1=C(C=CC=C1)CNCCN(C)C (Methyl 3-cyclohexyl-1-(2,2-dimethoxyethyl)-2-[2-({[2-(dimethylamino)ethyl]amino}methyl)phenyl]-1H-indole-6-carboxylate). As a reaction SMILES: [CH:1]1([C:7]2[C:15]3[C:10](=[CH:11][C:12]([C:16]([O:18][CH3:19])=[O:17])=[CH:13][CH:14]=3)[N:9]([CH2:20][CH:21]([O:24][CH3:25])[O:22][CH3:23])[C:8]=2[C:26]2[CH:31]=[CH:30][CH:29]=[CH:28][C:27]=2[CH:32]=O)[CH2:6][CH2:5][CH2:4][CH2:3][CH2:2]1.[CH3:34][N:35]([CH3:39])[CH2:36][CH2:37][NH2:38].C(O)(=O)C.[BH4-].[Na+]>C1COCC1>[CH:1]1([C:7]2[C:15]3[C:10](=[CH:11][C:12]([C:16]([O:18][CH3:19])=[O:17])=[CH:13][CH:14]=3)[N:9]([CH2:20][CH:21]([O:24][CH3:25])[O:22][CH3:23])[C:8]=2[C:26]2[CH:31]=[CH:30][CH:29]=[CH:28][C:27]=2[CH2:32][NH:38][CH2:37][CH2:36][N:35]([CH3:39])[CH3:34])[CH2:2][CH2:3][CH2:4][CH2:5][CH2:6]1 |f:3.4|. Procedure: To a stirred solution of methyl 3-cyclohexyl-1-(2,2-dimethoxyethyl)-2-(2-formylphenyl)-1H-indole-6-carboxylate (0.16 M, 1 eq, from Step 2) and 2-dimethylaminoethylamine (2 eq) in THF was added glacial acetic acid to adjust the pH of the reaction to ca. pH 4. The reaction was stirred for 1 h after which the THF was removed under reduced pressure and the residue redissolved in MeOH. NaBH4 (8 eq) was added portionwise until complete conversion was observed by LC-MS analysis. The reaction was quench... Reactants: ClC1=C(C2=CC=C(C(=C2C=C1)C(F)(F)F)OC)C(=O)O (2-chloro-6-methoxy-5-(trifluoromethyl)naphthoic acid), C(C)OC(=O)N=C=NC(C)(C)C (ethoxycarbonyl-t-butylcarbodiimide), O1CCCC1 (tetrahydrofuran). The product is ClC1=C(C2=CC=C(C(=C2C=C1)C(F)(F)F)OC)C(=O)NC(OCC)=O (N-[[2-Chloro-6-methoxy-5-(trifluoromethyl)-1-naphthalenyl]carbonyl]carbamic Acid, Ethyl Ester). Reaction SMILES: [Cl:1][C:2]1[CH:11]=[CH:10][C:9]2[C:4](=[CH:5][CH:6]=[C:7]([O:16][CH3:17])[C:8]=2[C:12]([F:15])([F:14])[F:13])[C:3]=1C(O)=O.[CH2:21]([O:23][C:24]([N:26]=[C:27]=NC(C)(C)C)=[O:25])[CH3:22].[O:33]1CCCC1>>[Cl:1][C:2]1[CH:11]=[CH:10][C:9]2[C:4](=[CH:5][CH:6]=[C:7]([O:16][CH3:17])[C:8]=2[C:12]([F:15])([F:13])[F:14])[C:3]=1[C:27]([NH:26][C:24](=[O:25])[O:23][CH2:21][CH3:22])=[O:33]. Procedure: A solution of 2-chloro-6-methoxy-5-(trifluoromethyl)naphthoic acid (3.50 g, 11.5 mmol, prepared by the process of Example 14), and ethoxycarbonyl-t-butylcarbodiimide (2.2 g, 1.1 eq) in dry tetrahydrofuran (58 mL) was heated to reflux under a dry nitrogen atmosphere for 51/2 hours. The tetrahydrofuran was removed and the resultant solid was triturated with ether (2×15 mL) and dried in vacuo. A second crop was recovered from the ether and combined with the product (3.36 g, 78%). The small sample w... Starting materials: 5.98, B(OC(C)C)(OC(C)C)OC(C)C (triisopropyl borate), Cl (hydrochloric acid), C(C)(C)[N-]C(C)C.[Li+] (lithium diisopropylamide), FC1=NC(=CC=C1)C1=CC=C(C=C1)C1=CC=C(C=C1)OCCCCCCCC (2-fluoro-6-[4-(4-octyloxyphenyl)phenyl]pyridine), [Cl-].[Na+] (sodium chloride). Solvent: O1CCCC1 (tetrahydrofuran), O1CCCC1.CCCCCC.C(C)C1=CC=CC=C1 (tetrahydrofuran hexane ethylbenzene), O1CCCC1 (tetrahydrofuran). Run at time 4 hour. Yields the product FC1=NC(=CC=C1O)C1=CC=C(C=C1)C1=CC=C(C=C1)OCCCCCCCC (2-fluoro-3-hydroxy-6-[4-(4-octyloxyphenyl)phenyl]pyridine). Reaction SMILES: C([N-]C(C)C)(C)C.[Li+].[F:9][C:10]1[CH:15]=[CH:14][CH:13]=[C:12]([C:16]2[CH:21]=[CH:20][C:19]([C:22]3[CH:27]=[CH:26][C:25]([O:28][CH2:29][CH2:30][CH2:31][CH2:32][CH2:33][CH2:34][CH2:35][CH3:36])=[CH:24][CH:23]=3)=[CH:18][CH:17]=2)[N:11]=1.B(OC(C)C)(OC(C)C)[O:38]C(C)C.Cl.[Cl-].[Na+]>O1CCCC1.CCCCCC.C(C1C=CC=CC=1)C.O1CCCC1>[F:9][C:10]1[C:15]([OH:38])=[CH:14][CH:13]=[C:12]([C:16]2[CH:21]=[CH:20][C:19]([C:22]3[CH:27]=[CH:26][C:25]([O:28][CH2:29][CH2:30][CH2:31][CH2:32][CH2:33][CH2:34][CH2:35][CH3:36])=[CH:24][CH:23]=3)=[CH:18][CH:17]=2)[N:11]=1 |f:0.1,5.6,7.8.9|. Procedure: 7.95 ml (15.90 mmol) of a 2-molar lithium diisopropylamide solution in tetrahydrofuran/hexane/ethylbenzene are added dropwise at -78° C. to 5.00 g (13.25 mmol) of 2-fluoro-6-[4-(4-octyloxyphenyl)phenyl]pyridine (prepared as described in Example 6) in 1000 ml of tetrahydrofuran, and the mixture is stirred for 4 hours. 5.98 (31.80 mmol) of triisopropyl borate in 10 ml of tetrahydrofuran are then added dropwise at -78° C., and the reaction mixture is stirred overnight, during which it warms to room... The reactants are ClC=1C=CC(=NC1)NC(C1=C(C=CC=C1)NC(=O)N1CCC(CC1)=O)=O (N-(5-chloropyridin-2-yl)-2-(4-oxopiperidin-1-ylcarbonyl)aminobenzamide), N1CCCC1 (pyrolidine). The product is ClC=1C=CC(=NC1)NC(C1=C(C=CC=C1)NCN1CCC(CC1)N1CCCC1)=O (N-(5-Chloropyridin-2-yl)-2-[[4-(1-pyrrolidinyl)piperidin-1-ylcarbanyl]amino]benzamide). Reaction SMILES: [Cl:1][C:2]1[CH:3]=[CH:4][C:5]([NH:8][C:9](=[O:26])[C:10]2[CH:15]=[CH:14][CH:13]=[CH:12][C:11]=2[NH:16][C:17]([N:19]2[CH2:24][CH2:23][C:22](=O)[CH2:21][CH2:20]2)=O)=[N:6][CH:7]=1.[NH:27]1[CH2:31][CH2:30][CH2:29][CH2:28]1>>[Cl:1][C:2]1[CH:3]=[CH:4][C:5]([NH:8][C:9](=[O:26])[C:10]2[CH:15]=[CH:14][CH:13]=[CH:12][C:11]=2[NH:16][CH2:17][N:19]2[CH2:24][CH2:23][CH:22]([N:27]3[CH2:31][CH2:30][CH2:29][CH2:28]3)[CH2:21][CH2:20]2)=[N:6][CH:7]=1. Reported procedure: Using a similar procedure to that described in Example 9-C, N-(5-chloropyridin-2-yl)-2-(4-oxopiperidin-1-ylcarbonyl)aminobenzamide (100 mg, 0.268 mmol) and pyrolidine (0.045 mL, 0.54 mmol) yielded the title compound.